This data is from the Open Reaction Database (ORD), a public repository of structured organic reaction records. The task is: describe an organic reaction: reactants, conditions, products, and yield Reactants: C1CCOC1, CC(C)(C)[O-], CCOC(C)=O, CCI, [K+], CC(CO)N1C(=O)c2ccccc2C1=O. The product is CCOCC(C)N1C(=O)c2ccccc2C1=O. Reaction SMILES: [CH2:25]1[O:26][CH2:27][CH2:28][CH2:29]1.[CH3:19][C:20]([CH3:21])([O-:22])[CH3:23].[CH3:30][CH2:31][O:32][C:33](=[O:34])[CH3:35].[I:16][CH2:17][CH3:18].[K+:24].[OH:1][CH2:2][CH:3]([CH3:4])[N:5]1[C:6](=[O:15])[c:7]2[cH:8][cH:9][cH:10][cH:11][c:12]2[C:13]1=[O:14]>>[O:1]([CH2:2][CH:3]([CH3:4])[N:5]1[C:6](=[O:15])[c:7]2[cH:8][cH:9][cH:10][cH:11][c:12]2[C:13]1=[O:14])[CH2:17][CH3:18].